This data is from the Open Reaction Database (ORD), a public repository of structured organic reaction records. The task is: describe an organic reaction: reactants, conditions, products, and yield Reactants: C(C1=CC=CC=C1)OC=1C=CC(=C2C=CC(NC12)=O)[C@H](CBr)O[Si](C)(C)C(C)(C)C ((R)-8-(benzyloxy)-5-(2-bromo-1-(tert-butyldimethylsilyloxy)ethyl)quinolin-2(1H)-one), CN.O1CCCC1 (methylamine tetrahydrofuran). The product is C(C1=CC=CC=C1)OC=1C=CC(=C2C=CC(NC12)=O)[C@H](CNC)O[Si](C)(C)C(C)(C)C ((R)-8-(benzyloxy)-5-(1-((tert-butyldimethylsilyl)oxy)-2-(methylamino)ethyl)quinolin-2(1H)-one). Reaction SMILES: [CH2:1]([O:8][C:9]1[CH:10]=[CH:11][C:12]([C@@H:20]([O:23][Si:24]([C:27]([CH3:30])([CH3:29])[CH3:28])([CH3:26])[CH3:25])[CH2:21]Br)=[C:13]2[C:18]=1[NH:17][C:16](=[O:19])[CH:15]=[CH:14]2)[C:2]1[CH:7]=[CH:6][CH:5]=[CH:4][CH:3]=1.[CH3:31][NH2:32].O1CCCC1>>[CH2:1]([O:8][C:9]1[CH:10]=[CH:11][C:12]([C@@H:20]([O:23][Si:24]([C:27]([CH3:30])([CH3:29])[CH3:28])([CH3:26])[CH3:25])[CH2:21][NH:32][CH3:31])=[C:13]2[C:18]=1[NH:17][C:16](=[O:19])[CH:15]=[CH:14]2)[C:2]1[CH:7]=[CH:6][CH:5]=[CH:4][CH:3]=1 |f:1.2|. Reported procedure: A solution of (R)-8-(benzyloxy)-5-(2-bromo-1-(tert-butyldimethylsilyloxy)ethyl)quinolin-2(1H)-one (1.5 g, 3.1 mmol) in methylamine/tetrahydrofuran (2.0 M, 16 mL, 32 mmol) was heated in a sealed tube at 100° C. (oil bath) for 3 days. After allowing the mixture to cool to room temperature, it was concentrated and purified via automated flash silica gel chromatography, using a 25 g Silicycle SiliSep flash column (dichloromethane/methanol/ammonium hydroxide). Concentration of the desired fractions u...